Dataset: the Open Reaction Database (ORD), a public repository of structured organic reaction records. Task: describe an organic reaction: reactants, conditions, products, and yield Reactants: CC(C)([O-])C.[Na+] (sodium t-butoxide), ClC=1C=C(C=2C(N1)=CSC2)C (2-chloro-4-methylthieno[3,4-b]pyridine), (±)-BINAP, Cl.N[C@@H]1CN(CC1)C(CC1=CC=C(C=C1)OC(F)(F)F)=O (1-((S)-3-aminopyrrolidin-1-yl)-2-(4-trifluoromethoxyphenyl)ethanone mono hydrochloride), O1CCOCC1 (1,4-dioxane). Reagents/catalysts: C=1C=CC(=CC1)/C=C/C(=O)/C=C/C2=CC=CC=C2.C=1C=CC(=CC1)/C=C/C(=O)/C=C/C2=CC=CC=C2.C=1C=CC(=CC1)/C=C/C(=O)/C=C/C2=CC=CC=C2.[Pd].[Pd] (Pd2(dba)3). The solvent is C(C)(=O)OCC (ethyl acetate), O (water). Conditions: temperature 70 celsius, time 30 minute. Product: CC=1C=2C(N=C(C1)N[C@@H]1CN(CC1)C(CC1=CC=C(C=C1)OC(F)(F)F)=O)=CSC2 ((S)-1-(3-(4-methylthieno[3,4-b]pyridin-2-ylamino)pyrrolidin-1-yl)-2-(4-trifluoromethoxyphenyl)ethanone). The yield is 26.8%. RXN SMILES: Cl[C:2]1[CH:3]=[C:4]([CH3:11])[C:5]2[C:6](=[CH:8][S:9][CH:10]=2)[N:7]=1.Cl.[NH2:13][C@H:14]1[CH2:18][CH2:17][N:16]([C:19](=[O:32])[CH2:20][C:21]2[CH:26]=[CH:25][C:24]([O:27][C:28]([F:31])([F:30])[F:29])=[CH:23][CH:22]=2)[CH2:15]1.O1CCOCC1.CC(C)([O-])C.[Na+]>C(OCC)(=O)C.O.C1C=CC(/C=C/C(/C=C/C2C=CC=CC=2)=O)=CC=1.C1C=CC(/C=C/C(/C=C/C2C=CC=CC=2)=O)=CC=1.C1C=CC(/C=C/C(/C=C/C2C=CC=CC=2)=O)=CC=1.[Pd].[Pd]>[CH3:11][C:4]1[C:5]2[C:6](=[CH:8][S:9][CH:10]=2)[N:7]=[C:2]([NH:13][C@H:14]2[CH2:18][CH2:17][N:16]([C:19](=[O:32])[CH2:20][C:21]3[CH:22]=[CH:23][C:24]([O:27][C:28]([F:29])([F:30])[F:31])=[CH:25][CH:26]=3)[CH2:15]2)[CH:3]=1 |f:1.2,4.5,8.9.10.11.12|. Reported procedure: To a mixture of 2-chloro-4-methylthieno[3,4-b]pyridine (0.022 g), Pd2(dba)3 (0.005 g), (±)-BINAP (0.011 g), 1-((S)-3-aminopyrrolidin-1-yl)-2-(4-trifluoromethoxyphenyl)ethanone mono hydrochloride (0.046 g), and 1,4-dioxane (0.5 mL) was added sodium t-butoxide (0.045 g) under nitrogen atmosphere, and the mixture was stirred at 70° C. for 30 min. The reaction mixture was diluted with ethyl acetate and water, then the interlayer was removed by Celite filtration, and the organic layer was washed with... Reactants: COC(=O)CCCCCCCC=Cc1ccc(Cl)cc1, CO, [K+], [OH-], O. Yields the product O=C(O)CCCCCCCC=Cc1ccc(Cl)cc1. RXN SMILES: [CH3:1][O:2][C:3]([CH2:4][CH2:5][CH2:6][CH2:7][CH2:8][CH2:9][CH2:10][CH:11]=[CH:12][c:13]1[cH:14][cH:15][c:16]([Cl:19])[cH:17][cH:18]1)=[O:20].[CH3:24][OH:25].[K+:23].[OH-:22].[OH2:21]>>[O:2]=[C:3]([CH2:4][CH2:5][CH2:6][CH2:7][CH2:8][CH2:9][CH2:10][CH:11]=[CH:12][c:13]1[cH:14][cH:15][c:16]([Cl:19])[cH:17][cH:18]1)[OH:20]. Reactants: C(C)OC(=O)N1CCN(CC1)C([C@H](CC(F)F)NC(=O)OCC1=CC=CC=C1)=O (4-((S)-2-Benzyloxycarbonylamino-4,4-difluoro-butyryl)-piperazine-1-carboxylic acid ethyl ester). Reagents/catalysts: [Pd] (Pd/C). Solvent: C(C)(=O)OCC (ethyl acetate). Run at time 1 hour. Product: C(C)OC(=O)N1CCN(CC1)C([C@H](CC(F)F)N)=O (4-((S)-2-Amino-4,4-difluoro-butyryl)piperazine-1-carboxylic acid ethyl ester). RXN SMILES: [CH2:1]([O:3][C:4]([N:6]1[CH2:11][CH2:10][N:9]([C:12](=[O:29])[C@@H:13]([NH:18]C(OCC2C=CC=CC=2)=O)[CH2:14][CH:15]([F:17])[F:16])[CH2:8][CH2:7]1)=[O:5])[CH3:2]>C(OCC)(=O)C.[Pd]>[CH2:1]([O:3][C:4]([N:6]1[CH2:11][CH2:10][N:9]([C:12](=[O:29])[C@@H:13]([NH2:18])[CH2:14][CH:15]([F:17])[F:16])[CH2:8][CH2:7]1)=[O:5])[CH3:2]. Reported procedure: To a solution of 168 mg 4-((S)-2-Benzyloxycarbonylamino-4,4-difluoro-butyryl)-piperazine-1-carboxylic acid ethyl ester in 15 ml ethyl acetate were added 100 mg Pd/C (10%) and the suspension stirred under an atmosphere of hydrogen (1 bar) for 1 h. The reaction mixture was filtrated over a plug of Celite®, washed with ethyl acetate and concentrated. Yield: 100 mg colorless oil